From a dataset of the Open Reaction Database (ORD), a public repository of structured organic reaction records. describe an organic reaction: reactants, conditions, products, and yield Reactants: BrC1=CC=C(C=C1)[C@H](C)N1C(O[C@@](CC1)(CCCO)C1=CC=C(C=C1)F)=O ((R)-3-((S)-1-(4-bromophenyl)ethyl)-6-(4-fluorophenyl)-6-(3-hydroxypropyl)-1,3-oxazinan-2-one), FC=1C=C(C=NC1)B(O)O (5-fluoropyridin-3-ylboronic acid). The product is FC1=CC=C(C=C1)[C@]1(CCN(C(O1)=O)[C@@H](C)C1=CC=C(C=C1)C=1C=NC=C(C1)F)CCCO ((R)-6-(4-fluorophenyl)-3-((S)-1-(4-(5-fluoropyridin-3-yl)phenyl)ethyl)-6-(3-hydroxypropyl)-1,3-oxazinan-2-one). Reaction SMILES: Br[C:2]1[CH:7]=[CH:6][C:5]([C@@H:8]([N:10]2[CH2:15][CH2:14][C@@:13]([C:20]3[CH:25]=[CH:24][C:23]([F:26])=[CH:22][CH:21]=3)([CH2:16][CH2:17][CH2:18][OH:19])[O:12][C:11]2=[O:27])[CH3:9])=[CH:4][CH:3]=1.[F:28][C:29]1[CH:30]=[C:31](B(O)O)[CH:32]=[N:33][CH:34]=1>>[F:26][C:23]1[CH:24]=[CH:25][C:20]([C@:13]2([CH2:16][CH2:17][CH2:18][OH:19])[O:12][C:11](=[O:27])[N:10]([C@H:8]([C:5]3[CH:6]=[CH:7][C:2]([C:31]4[CH:32]=[N:33][CH:34]=[C:29]([F:28])[CH:30]=4)=[CH:3][CH:4]=3)[CH3:9])[CH2:15][CH2:14]2)=[CH:21][CH:22]=1. Procedure details: The title compound was prepared from (R)-3-((S)-1-(4-bromophenyl)ethyl)-6-(4-fluorophenyl)-6-(3-hydroxypropyl)-1,3-oxazinan-2-one and 5-fluoropyridin-3-ylboronic acid following a procedure analogous to that described in Example 14. LC-MS Method 1 tR=1.5 min, m/z=453 (M+1). Starting materials: [N+](=O)(O)[O-] (HNO3), FC=1C=C(C=CC1C)O (3-fluoro-4-methylphenol), [N+](=O)(O)[O-] (HNO3). Reagents/catalysts: [Br-].C(CCC)[N+](CCCC)(CCCC)CCCC (tetrabutylammonium bromide). Run in O (H2O), O (H2O), ClCCCl (DCE). Conditions: time 4 hour. Yields the product FC=1C(=CC(=C(C1)O)[N+](=O)[O-])C (5-fluoro-4-methyl-2-nitrophenol). Isolated yield 57.0%. RXN SMILES: [F:1][C:2]1[CH:3]=[C:4]([OH:9])[CH:5]=[CH:6][C:7]=1[CH3:8].[N+:10]([O-])([OH:12])=[O:11]>ClCCCl.[Br-].C([N+](CCCC)(CCCC)CCCC)CCC.O>[F:1][C:2]1[C:7]([CH3:8])=[CH:6][C:5]([N+:10]([O-:12])=[O:11])=[C:4]([OH:9])[CH:3]=1 |f:3.4|. Reported procedure: 3-fluoro-4-methylphenol (3.66 g, 29.0 mmol) was dissolved in DCE (32 mL) and tetrabutylammonium bromide (0.935 g, 2.90 mmol) was added. HNO3 70% (3.7 mL, 58 mmol) was diluted with H2O (33 mL) to make a 7% HNO3 solution. This solution was added to the reaction mixture, which was then stirred at rt for 4 h at which time the reaction was judged complete by TLC. The reaction was poured into H2O and extracted with DCM (3×). The combined organic layers were dried over MgSO4, filtered and concentrated ... Starting materials: O (water), [Cl-].O[NH3+] (hydroxylammonium chloride), C(C)(C)OC1=CC=C(C=C1)N1C(=NC(=C(C1=O)CC1=CC=C(C=C1)C=1C(=CC=CC1)C#N)CCC)C (4′-{[1-(4-isopropoxyphenyl)-2-methyl-6-oxo-4-propyl-1,6-dihydropyrimidin-5-yl]methyl}biphenyl-2-carbonitrile), C(O)([O-])=O.[Na+] (sodium hydrogen carbonate). Solvent: CS(=O)C (dimethyl sulfoxide). Run at time 30 minute. Yields the product C(C)(C)OC1=CC=C(C=C1)N1C(=NC(=C(C1=O)CC1=CC=C(C=C1)C1=C(C=CC=C1)C1=NOC(N1)=O)CCC)C (3-(4-isopropoxyphenyl)-2-methyl-5-{[2′-(5-oxo-4,5-dihydro-1,2,4-oxadiazol-3-yl)biphenyl-4-yl]methyl}-6-propylpyrimidin-4(3H)-one). Yield: 84.6%. RXN SMILES: [Cl-].O[NH3+:3].[C:4](=[O:7])([O-])[OH:5].[Na+].[CH:9]([O:12][C:13]1[CH:18]=[CH:17][C:16]([N:19]2[C:24](=[O:25])[C:23]([CH2:26][C:27]3[CH:32]=[CH:31][C:30]([C:33]4[C:34]([C:39]#[N:40])=[CH:35][CH:36]=[CH:37][CH:38]=4)=[CH:29][CH:28]=3)=[C:22]([CH2:41][CH2:42][CH3:43])[N:21]=[C:20]2[CH3:44])=[CH:15][CH:14]=1)([CH3:11])[CH3:10].O>CS(C)=O>[CH:9]([O:12][C:13]1[CH:14]=[CH:15][C:16]([N:19]2[C:24](=[O:25])[C:23]([CH2:26][C:27]3[CH:32]=[CH:31][C:30]([C:33]4[CH:38]=[CH:37][CH:36]=[CH:35][C:34]=4[C:39]4[NH:3][C:4](=[O:7])[O:5][N:40]=4)=[CH:29][CH:28]=3)=[C:22]([CH2:41][CH2:42][CH3:43])[N:21]=[C:20]2[CH3:44])=[CH:17][CH:18]=1)([CH3:11])[CH3:10] |f:0.1,2.3|. Procedure: To a suspension of hydroxylammonium chloride (186 g) in dimethyl sulfoxide (1340 mL) was added sodium hydrogen carbonate (280 g) at 50° C. and stirred for 30 min, and then 4′-{[1-(4-isopropoxyphenyl)-2-methyl-6-oxo-4-propyl-1,6-dihydropyrimidin-5-yl]methyl}biphenyl-2-carbonitrile (160 g) was added to the mixture. After being stirred at 90° C. for 18 hr, the mixture was allowed to cool to room temperature and the mixture was poured into iced water. The mixture was stirred for 30 min and the preci... The reactants are CC(C)=O, O=c1c2ccc3c(c2oc2cccc(F)c12)CC(CO)O3, O=[Cr](=O)=O, O, O=S(=O)(O)O. Yields the product O=C(O)C1Cc2c(ccc3c(=O)c4c(F)cccc4oc23)O1. As a reaction SMILES: [CH3:22][C:23]([CH3:24])=[O:25].[F:1][c:2]1[cH:3][cH:4][cH:5][c:6]2[o:7][c:8]3[c:9]4[c:10]([cH:11][cH:12][c:13]3[c:14](=[O:16])[c:15]12)[O:17][CH:18]([CH2:20][OH:21])[CH2:19]4.[O:26]=[Cr:27](=[O:28])=[O:29].[OH2:35].[S:30](=[O:31])(=[O:32])([OH:33])[OH:34]>>[F:1][c:2]1[cH:3][cH:4][cH:5][c:6]2[o:7][c:8]3[c:9]4[c:10]([cH:11][cH:12][c:13]3[c:14](=[O:16])[c:15]12)[O:17][CH:18]([C:20](=[O:21])[OH:25])[CH2:19]4. Reactants: C(C)(=O)OCC1=NC=C(C(=O)OCC)C=C1 (ethyl 6-acetoxymethylnicotinate), C(C)O (ethanol), [O-]CC.[Na+] (sodium ethoxide), [Na] (sodium), C(C)O (ethanol). Run in C(Cl)(Cl)Cl (chloroform), C(C)(=O)O (acetic acid), O (water). Run at time 2 hour. The product is OCC1=NC=C(C(=O)OCC)C=C1 (ethyl 6-hydroxymethylnicotinate). Isolated yield 68.3%. Reaction SMILES: C([O:4][CH2:5][C:6]1[CH:16]=[CH:15][C:9]([C:10]([O:12][CH2:13][CH3:14])=[O:11])=[CH:8][N:7]=1)(=O)C.C(O)C.[O-]CC.[Na+].[Na]>C(Cl)(Cl)Cl.C(O)(=O)C.O>[OH:4][CH2:5][C:6]1[CH:16]=[CH:15][C:9]([C:10]([O:12][CH2:13][CH3:14])=[O:11])=[CH:8][N:7]=1 |f:2.3,^1:23|. Reported procedure: To a solution of 9.2 g of ethyl 6-acetoxymethylnicotinate in chloroform (40 ml) was added an ethanol solution of sodium ethoxide prepared from 0.92 g of sodium and 23 ml of ethanol, and the mixture was stirred at room temperature for 2 hours. The reaction liquid was poured into water containing 6 ml of acetic acid and the chloroform layer was separated and dried with anhydrous sodium sulfate. The solvent was removed under reduced pressure, carbon tetrachloride was added to the residue, and the i...